This data is from the Open Reaction Database (ORD), a public repository of structured organic reaction records. The task is: describe an organic reaction: reactants, conditions, products, and yield Reactants: C(C1=CC=CC=C1)OC=1C=C2C=CC(=CC2=CC1)CO ((6-Benzyloxy -naphthalen-2-yl)-methanol), P(Br)(Br)Br (phosphorus tribromide). Run in C(Cl)Cl (CH2Cl2). Reaction conditions: time 24 hour. Product: C(C1=CC=CC=C1)OC1=CC2=CC=C(C=C2C=C1)CBr (2-Benzyloxy-6-bromomethyl-naphthalen), solid. The yield is 92.0%. RXN SMILES: [CH2:1]([O:8][C:9]1[CH:10]=[C:11]2[C:16](=[CH:17][CH:18]=1)[CH:15]=[C:14]([CH2:19]O)[CH:13]=[CH:12]2)[C:2]1[CH:7]=[CH:6][CH:5]=[CH:4][CH:3]=1.P(Br)(Br)[Br:22]>C(Cl)Cl>[CH2:1]([O:8][C:9]1[CH:18]=[CH:17][C:16]2[C:11](=[CH:12][CH:13]=[C:14]([CH2:19][Br:22])[CH:15]=2)[CH:10]=1)[C:2]1[CH:7]=[CH:6][CH:5]=[CH:4][CH:3]=1. Procedure: To a solution of (6-benzyloxy-naphthalen-2-yl)-methanol (17) (1 equi.) in CH2Cl2 (4 mL/mmole), a solution of phosphorus tribromide (4 mL/mmole), (0.4 equi.) was added at room temperature. The reaction mixture was stirred at that temperature for 24 h, quenched with water, extracted with dichloromethane, washed with brine, dried over MgSO4, and concentrated in vacuo. Purification by chromatography on silica gel (dichloromethane) and recrystallization from acetonitrile afforded 2-benzyloxy-6-bromom... The reactants are C(C1=CC=CC=C1)SC(CNC(OC(C)(C)C)=O)CN1CCSCC1 (tert-butyl [2-(benzylthio)-3-thiomorpholinopropyl]carbamate), C(C)(=O)OCC (ethyl acetate), C(C)(=O)OCC.Cl (hydrogen chloride-ethyl acetate). Run in CO (methanol). Conditions: time 4 hour. Product: C(C1=CC=CC=C1)SC(CN)CN1CCSCC1 (2-(benzylthio)-3-thiomorpholinopropan-1-amine). Isolated yield 90.9%. RXN SMILES: [CH2:1]([S:8][CH:9]([CH2:19][N:20]1[CH2:25][CH2:24][S:23][CH2:22][CH2:21]1)[CH2:10][NH:11]C(=O)OC(C)(C)C)[C:2]1[CH:7]=[CH:6][CH:5]=[CH:4][CH:3]=1.C(OCC)(=O)C.C(OCC)(=O)C.Cl>CO>[CH2:1]([S:8][CH:9]([CH2:19][N:20]1[CH2:21][CH2:22][S:23][CH2:24][CH2:25]1)[CH2:10][NH2:11])[C:2]1[CH:7]=[CH:6][CH:5]=[CH:4][CH:3]=1 |f:2.3|. Reported procedure: To a solution of tert-butyl [2-(benzylthio)-3-thiomorpholinopropyl]carbamate (21.46 g) in a mixed solvent of ethyl acetate (60 mL) and methanol (60 mL) was added hydrogen chloride-ethyl acetate solution (120 mL) at 0° C., and the mixture was stirred at room temperature for 4 hr. The reaction solution was concentrated, and the residue was partitioned between ethyl acetate and saturated aqueous potassium carbonate solution. The organic layer was washed with saturated brine, and dried over sodium s... Reactants: ClCC=1C=C(C(=O)NC=2SC3=C(N2)C(=CC=C3C3CCCCC3)OC)C=CN1 (2-chloromethyl-N-(7-cyclohexyl-4-methoxy-benzothiazol-2-yl)-isonicotinamide), N1CCCC1 (pyrrolidine), C1CCOC1 (THF). Run at temperature 70 celsius. The product is C1(CCCCC1)C1=CC=C(C=2N=C(SC21)NC(C2=C(C(=NC=C2)N2CCCC2)C)=O)OC (N-(7-cyclohexyl-4-methoxy-benzothiazol-2-yl)-2-pyrrolidin-1-yl-methyl-isonicotinamide). Yield: 18.0%. As a reaction SMILES: ClC[C:3]1[CH:4]=[C:5]([CH:26]=[CH:27][N:28]=1)[C:6]([NH:8][C:9]1[S:10][C:11]2[C:17]([CH:18]3[CH2:23][CH2:22][CH2:21][CH2:20][CH2:19]3)=[CH:16][CH:15]=[C:14]([O:24][CH3:25])[C:12]=2[N:13]=1)=[O:7].[NH:29]1[CH2:33][CH2:32][CH2:31][CH2:30]1.[CH2:34]1COCC1>>[CH:18]1([C:17]2[C:11]3[S:10][C:9]([NH:8][C:6](=[O:7])[C:5]4[CH:4]=[CH:3][N:28]=[C:27]([N:29]5[CH2:33][CH2:32][CH2:31][CH2:30]5)[C:26]=4[CH3:34])=[N:13][C:12]=3[C:14]([O:24][CH3:25])=[CH:15][CH:16]=2)[CH2:23][CH2:22][CH2:21][CH2:20][CH2:19]1. Reported procedure: To a solution of 0.13 g (0.31 mMol) 2-chloromethyl-N-(7-cyclohexyl-4-methoxy-benzothiazol-2-yl)-isonicotinamide in 1 ml THF were added 0.1 ml (1.3 mMol) pyrrolidine. The reaction mixture was heated to 70° C. for 3 h. The solvent was evaporated to dryness, the residue taken up in dichloro methane and washed with water and brine. The organic phase was dried over sodium sulfate and evaporated to dryness in vacuo. The residue was subjected to column chromatography (dichloro methane/methanol 19:1->9:... The reactants are ice water, C(C)(C)(C)OC(=O)N1C[C@@H]([C@H](CC1)C1=CC=C(C=C1)OCCCOCC1=C(C=CC=C1)OC)OCC1=CC=C2CCCNC2=C1 ((3R,4R)-4-[4-[3-(2-methoxy-benzyloxy)-propoxy]-phenyl]-3-(1,2,3,4-tetrahydro-quinolin-7-ylmethoxy)-piperidine-1-carboxylic acid tert-butyl ester), BrCCCO (3-bromo-1-propanol), P(=O)(O)([O-])[O-].[Na+].[Na+] (disodium hydrogen phosphate). Run in C1(=CC=CC=C1)C (toluene), CN1C(CCC1)=O (N-methyl-pyrrolidone). Product: C(C)(C)(C)OC(=O)N1C[C@@H]([C@H](CC1)C1=CC=C(C=C1)OCCCOCC1=C(C=CC=C1)OC)OCC1=CC=C2CCCN(C2=C1)CCCO ((3R,4R)-3-[1-(3-hydroxy-propyl)-1,2,3,4-tetrahydro-quinolin-7-ylmethoxy]-4-[4-[3-(2-methoxy-benzyloxy)-propoxy]-phenyl]-piperidine-1-carboxylic acid tert-butyl ester). The yield is 85.2%. RXN SMILES: [C:1]([O:5][C:6]([N:8]1[CH2:13][CH2:12][C@H:11]([C:14]2[CH:19]=[CH:18][C:17]([O:20][CH2:21][CH2:22][CH2:23][O:24][CH2:25][C:26]3[CH:31]=[CH:30][CH:29]=[CH:28][C:27]=3[O:32][CH3:33])=[CH:16][CH:15]=2)[C@@H:10]([O:34][CH2:35][C:36]2[CH:45]=[C:44]3[C:39]([CH2:40][CH2:41][CH2:42][NH:43]3)=[CH:38][CH:37]=2)[CH2:9]1)=[O:7])([CH3:4])([CH3:3])[CH3:2].Br[CH2:47][CH2:48][CH2:49][OH:50].P([O-])([O-])(O)=O.[Na+].[Na+]>C1(C)C=CC=CC=1.CN1CCCC1=O>[C:1]([O:5][C:6]([N:8]1[CH2:13][CH2:12][C@H:11]([C:14]2[CH:15]=[CH:16][C:17]([O:20][CH2:21][CH2:22][CH2:23][O:24][CH2:25][C:26]3[CH:31]=[CH:30][CH:29]=[CH:28][C:27]=3[O:32][CH3:33])=[CH:18][CH:19]=2)[C@@H:10]([O:34][CH2:35][C:36]2[CH:45]=[C:44]3[C:39]([CH2:40][CH2:41][CH2:42][N:43]3[CH2:47][CH2:48][CH2:49][OH:50])=[CH:38][CH:37]=2)[CH2:9]1)=[O:7])([CH3:4])([CH3:2])[CH3:3] |f:2.3.4|. Procedure details: A solution of 2.08 g (3.37 mmol) of (3R,4R)-4-[4-[3-(2-methoxy-benzyloxy)-propoxy]-phenyl]-3-(1,2,3,4-tetrahydro-quinolin-7-ylmethoxy)-piperidine-1-carboxylic acid tert-butyl ester [example 1(c)], and 1.41 g (10.14 mmol, 3.0 equiv.) of 3-bromo-1-propanol in 10 ml of toluene and 0.1 ml of N-methyl-pyrrolidone was treated with 1.44 g (10.14 mmol, 3.0 equiv.) of anhydrous disodium hydrogen phosphate. The suspension was refluxed for 24 h under an inert atmosphere. Subsequently, the reaction mixture ... Procedure: 2-(5-Methyl-4-imidazolylmethylthio)ethanethiol (4.0 g) (prepared from the hydrochloride as in Example 1(b) and N-cyano-N', S-dimethylisothiourea (4.0 g) were heated together under nitrogen in pyridine (100 ml) at 100° for 20 hours. After this time the mixture was evaporated to dryness to give the crude title product. This residue taken up in water acidified to pH2 with concentrated hydrochloric acid. After extracting with ethyl acetate the volume of the aqueous fraction was reduced and on coolin... The solvent is N1=CC=CC=C1 (pyridine), O (water). Product: Cl.CC1=C(N=CN1)CSCCSC(NC#N)=NC (S-[2-(5-methyl-4-imidazolylmethylthio)-ethyl]-N-cyano-N'-methylisothiourea hydrochloride). The reactants are CC1=C(N=CN1)CSCCS (2-(5-Methyl-4-imidazolylmethylthio)ethanethiol), Cl (hydrochloride), C(#N)NC(SC)=NC (N-cyano-N', S-dimethylisothiourea), Cl (hydrochloric acid). Reaction SMILES: [CH3:1][C:2]1[NH:6][CH:5]=[N:4][C:3]=1[CH2:7][S:8][CH2:9][CH2:10][SH:11].[ClH:12].[C:13]([NH:15][C:16](=[N:19][CH3:20])SC)#[N:14]>N1C=CC=CC=1.O>[ClH:12].[CH3:1][C:2]1[NH:6][CH:5]=[N:4][C:3]=1[CH2:7][S:8][CH2:9][CH2:10][S:11][C:16](=[N:19][CH3:20])[NH:15][C:13]#[N:14] |f:5.6|. The reactants are CN(C)C(=O)Cc1cc(C2CC2)ccc1Nc1ccc(-c2ccc(F)cc2)cc1F, CCO, [Na+], [OH-]. Product: O=C(O)Cc1cc(C2CC2)ccc1Nc1ccc(-c2ccc(F)cc2)cc1F. Reaction SMILES: [CH3:1][N:2]([C:3]([CH2:4][c:5]1[c:6]([NH:14][c:15]2[c:16]([F:28])[cH:17][c:18](-[c:21]3[cH:22][cH:23][c:24]([F:27])[cH:25][cH:26]3)[cH:19][cH:20]2)[cH:7][cH:8][c:9]([CH:11]2[CH2:12][CH2:13]2)[cH:10]1)=[O:29])[CH3:30].[CH3:33][CH2:34][OH:35].[Na+:32].[OH-:31]>>[C:3]([CH2:4][c:5]1[c:6]([NH:14][c:15]2[c:16]([F:28])[cH:17][c:18](-[c:21]3[cH:22][cH:23][c:24]([F:27])[cH:25][cH:26]3)[cH:19][cH:20]2)[cH:7][cH:8][c:9]([CH:11]2[CH2:12][CH2:13]2)[cH:10]1)([OH:29])=[O:31]. Reactants: Cl.N=1N(N=CC1)CC(=O)O (2-(2H-1,2,3-triazol-2-yl)acetic acid hydrochloride), C(C1=CC=CC=C1)[C@@H]1C[C@H](NC1)C(=O)NC1=CC=C(C=C1)OC1=CC=C(C=C1)F ((2S,4R)-4-benzyl-N-(4-(4-fluorophenoxy)phenyl)pyrrolidine-2-carboxamide). The product is Compound 58, N=1N(N=CC1)CC(=O)N1[C@@H](C[C@H](C1)CC1=CC=CC=C1)C(=O)NC1=CC=C(C=C1)OC1=CC=C(C=C1)F ((2S,4R)-1-(2-(2H-1,2,3-triazol-2-yl)acetyl)-4-benzyl-N-(4-(4-fluorophenoxy)phenyl)pyrrolidine-2-carboxamide). Isolated yield 43.0%. RXN SMILES: Cl.[N:2]1[N:3]([CH2:7][C:8]([OH:10])=O)[N:4]=[CH:5][CH:6]=1.[CH2:11]([C@H:18]1[CH2:22][NH:21][C@H:20]([C:23]([NH:25][C:26]2[CH:31]=[CH:30][C:29]([O:32][C:33]3[CH:38]=[CH:37][C:36]([F:39])=[CH:35][CH:34]=3)=[CH:28][CH:27]=2)=[O:24])[CH2:19]1)[C:12]1[CH:17]=[CH:16][CH:15]=[CH:14][CH:13]=1>>[N:4]1[N:3]([CH2:7][C:8]([N:21]2[CH2:22][C@H:18]([CH2:11][C:12]3[CH:17]=[CH:16][CH:15]=[CH:14][CH:13]=3)[CH2:19][C@H:20]2[C:23]([NH:25][C:26]2[CH:31]=[CH:30][C:29]([O:32][C:33]3[CH:38]=[CH:37][C:36]([F:39])=[CH:35][CH:34]=3)=[CH:28][CH:27]=2)=[O:24])=[O:10])[N:2]=[CH:6][CH:5]=1 |f:0.1|. Procedure details: Proceeding as in Example 1, but substituting 2-(2H-1,2,3-triazol-2-yl)acetic acid hydrochloride and (2S,4R)-4-benzyl-N-(4-(4-fluorophenoxy)phenyl)pyrrolidine-2-carboxamide, gave Compound 58, (2S,4R)-1-(2-(2H-1,2,3-triazol-2-yl)acetyl)-4-benzyl-N-(4-(4-fluorophenoxy)phenyl)pyrrolidine-2-carboxamide (120 mg, 43%). Major isomer: 1H-NMR (400 MHz, DMSO-D6): σ 9.95 (s, 1H), 7.73 (s, 2H), 7.57-7.49 (m, 2H), 7.34-7.12 (m, 4H), 7.03-6.89 (m, 4H), 5.46 (q, 2H), 4.51-4.44 (m, 1H), 3.85-3.76 (m, 1H), 2.77-2... Reactants: COC=1C=C(CC2NCCC3=CC(=CC(=C23)OC)OC)C=CC1OC (1-(3,4-Dimethoxy-benzyl)-6,8-dimethoxy-1,2,3,4-tetrahydroisoquinoline), BrCC(=O)Br (2-bromoacetyl bromide), N1=C(C=CC=C1)CN (2-picolylamine). Yields the product COC=1C=C(CC2N(CCC3=CC(=CC(=C23)OC)OC)CC(=O)NCC2=NC=CC=C2)C=CC1OC (2-[1-(3,4-Dimethoxy-benzyl)-6,8-dimethoxy-3,4-dihydro-1H-isoquinolin-2-yl]-N-(pyridin-2-yl-methyl)-acetamide). RXN SMILES: [CH3:1][O:2][C:3]1[CH:4]=[C:5]([CH:21]=[CH:22][C:23]=1[O:24][CH3:25])[CH2:6][CH:7]1[C:16]2[C:11](=[CH:12][C:13]([O:19][CH3:20])=[CH:14][C:15]=2[O:17][CH3:18])[CH2:10][CH2:9][NH:8]1.Br[CH2:27][C:28](Br)=[O:29].[N:31]1[CH:36]=[CH:35][CH:34]=[CH:33][C:32]=1[CH2:37][NH2:38]>>[CH3:1][O:2][C:3]1[CH:4]=[C:5]([CH:21]=[CH:22][C:23]=1[O:24][CH3:25])[CH2:6][CH:7]1[C:16]2[C:11](=[CH:12][C:13]([O:19][CH3:20])=[CH:14][C:15]=2[O:17][CH3:18])[CH2:10][CH2:9][N:8]1[CH2:27][C:28]([NH:38][CH2:37][C:32]1[CH:33]=[CH:34][CH:35]=[CH:36][N:31]=1)=[O:29]. Procedure: prepared by reaction of 1-(3,4-Dimethoxy-benzyl)-6,8-dimethoxy-1,2,3,4-tetrahydroisoquinoline and 2-bromoacetyl bromide with 2-picolylamine The reactants are Cl, C1COCCO1, Cc1sc(NC(=O)OC(C)(C)C)nc1-c1c2c(=O)n(C)c(=O)n(CC(C)C)c2nn1Cc1csc2ccccc12. The product is Cc1sc(N)nc1-c1c2c(=O)n(C)c(=O)n(CC(C)C)c2nn1Cc1csc2ccccc12. Reaction SMILES: [ClH:41].[O:42]1[CH2:43][CH2:44][O:45][CH2:46][CH2:47]1.[s:1]1[cH:2][c:3]([CH2:10][n:11]2[n:12][c:13]3[n:14]([CH2:37][CH:38]([CH3:39])[CH3:40])[c:15](=[O:36])[n:16]([CH3:35])[c:17](=[O:34])[c:18]3[c:19]2-[c:20]2[n:21][c:22]([NH:26][C:27](=[O:28])[O:29][C:30]([CH3:31])([CH3:32])[CH3:33])[s:23][c:24]2[CH3:25])[c:4]2[c:5]1[cH:6][cH:7][cH:8][cH:9]2>>[s:1]1[cH:2][c:3]([CH2:10][n:11]2[n:12][c:13]3[n:14]([CH2:37][CH:38]([CH3:39])[CH3:40])[c:15](=[O:36])[n:16]([CH3:35])[c:17](=[O:34])[c:18]3[c:19]2-[c:20]2[n:21][c:22]([NH2:26])[s:23][c:24]2[CH3:25])[c:4]2[c:5]1[cH:6][cH:7][cH:8][cH:9]2. Starting materials: C(C)(C)O (isopropyl alcohol), C(C)(C)O (isopropyl alcohol), O (water). Yields the product CCC (propane), C=CC (propylene), C(=O)=O (CO2). As a reaction SMILES: [OH2:1].[CH:2]([OH:5])([CH3:4])[CH3:3]>>[CH3:3][CH2:2][CH3:4].[CH2:3]=[CH:2][CH3:4].[C:2](=[O:5])=[O:1]. Procedure: For example, according to the experimental examination of the inventors of the present invention, comparing the gas-liquid equilibrium of the three components of water, isopropyl alcohol and the extraction agent (any one of propane, propylene and CO2) at a temperature in a range between 120° and 130° C. and a pressure in a range between 80 and 100 atm, the concentration of the isopropyl alcohol in the gaseous phase in equilibrium with the liquid phase obtained by using propane as the extraction ...